Dataset: the Open Reaction Database (ORD), a public repository of structured organic reaction records. Task: describe an organic reaction: reactants, conditions, products, and yield Reactants: COC(C(C)OC1=CC=C(C=C1)[N+](=O)[O-])=O (2-(4-Nitrophenoxy)-propionic acid methyl ester). Reagents/catalysts: [Ni] (Raney nickel). Solvent: CN(C=O)C (dimethyl formamide). Reaction conditions: time 6 hour. The product is COC(C(C)OC1=CC=C(C=C1)N)=O (2-(4-Amino-phenoxy)-propionic acid methyl ester). The yield is 86.5%. RXN SMILES: [CH3:1][O:2][C:3](=[O:16])[CH:4]([O:6][C:7]1[CH:12]=[CH:11][C:10]([N+:13]([O-])=O)=[CH:9][CH:8]=1)[CH3:5]>CN(C)C=O.[Ni]>[CH3:1][O:2][C:3](=[O:16])[CH:4]([O:6][C:7]1[CH:12]=[CH:11][C:10]([NH2:13])=[CH:9][CH:8]=1)[CH3:5]. Procedure: Method-A Through a mixture of 2-(4-aminophenoxy)-propionic acid 9 (240 g, 1.103 mmol) in methanol (4.8 liters) was passed dry HCl gas at 10° C. for 1 hour followed by reflux for 48 hours. Methanol (2.5 liter) was distilled off, ice water (1 liter) was added and the pH was adjusted to 7.5 with K2CO3. Crude 10 was extracted into chloroform, washed with 5% NaHCO3 solution, water, dried over Na2SO4 and distilled to give 10 (80 g, 37.2%) as a brown syrup. Method-B 2-(4-Nitrophenoxy)-propionic acid me... The reactants are FC(C(=O)O)(F)F (Trifluoroacetic acid), C(C)(C)(C)OC(=O)N[C@H](C(=O)O[C@@H]1[C@H](O[C@H]([C@@H]1O)N1C2=NC=NC(=C2N=C1)N)COP(=O)(O)O[C@@H]1[C@H](O[C@H](C1)N1C(N=C(C=C1)N)=O)COP(=O)(O)O)CSSC(C)(C)C ((2R)-(2R,3S,4R,5R)-2-((((((2R,3S,5R)-5-(4-amino-2-oxopyrimidin-1(2H)-yl)-2-((phosphonooxy)methyl)tetrahydrofuran-3-yl)oxy)(hydroxy)phosphoryl)oxy)methyl)-5-(6-amino-9H-purin-9-yl)-4-hydroxytetrahydrofuran-3-yl 2-((tert-butoxycarbonyl)amino)-3-(tert-butyldisulfanyl)propanoate), C(C)(C)(C)OC(=O)N[C@H](C(=O)O[C@@H]1[C@H](O[C@H]([C@@H]1O)N1C2=NC=NC(=C2N=C1)N)COP(=O)(O)O[C@@H]1[C@H](O[C@H](C1)N1C(N=C(C=C1)N)=O)COP(=O)(O)O)CSSC(C)(C)C ((2R)-(2R,3S,4R,5R)-2-((((((2R,3S,5R)-5-(4-amino-2-oxopyrimidin-1(2H)-yl)-2-((phosphonooxy)methyl)tetrahydrofuran-3-yl)oxy)(hydroxy)phosphoryl)oxy)methyl)-5-(6-amino-9H-purin-9-yl)-4-hydroxytetrahydrofuran-3-yl 2-((tert-butoxycarbonyl)amino)-3-(tert-butyldisulfanyl)propanoate). Run at time 10 minute. Yields the product N[C@H](C(=O)O[C@@H]1[C@H](O[C@H]([C@@H]1O)N1C2=NC=NC(=C2N=C1)N)COP(=O)(O)O[C@@H]1[C@H](O[C@H](C1)N1C(N=C(C=C1)N)=O)COP(=O)(O)O)CSSC(C)(C)C ((2R)-(2R,3S,4R,5R)-2-((((((2R,3S,5R)-5-(4-amino-2-oxopyrimidin-1(2H)-yl)-2-((phosphonooxy)methyl)tetrahydrofuran-3-yl)oxy)(hydroxy)phosphoryl)oxy)methyl)-5-(6-amino-9H-purin-9-yl)-4-hydroxytetrahydrofuran-3-yl 2-amino-3-(tert-butyldisulfanyl)propanoate). Yield: 121.1%. As a reaction SMILES: FC(F)(F)C(O)=O.C(OC([NH:15][C@@H:16]([CH2:61][S:62][S:63][C:64]([CH3:67])([CH3:66])[CH3:65])[C:17]([O:19][C@H:20]1[C@@H:24]([OH:25])[C@H:23]([N:26]2[CH:34]=[N:33][C:32]3[C:27]2=[N:28][CH:29]=[N:30][C:31]=3[NH2:35])[O:22][C@@H:21]1[CH2:36][O:37][P:38]([O:41][C@H:42]1[CH2:46][C@H:45]([N:47]2[CH:52]=[CH:51][C:50]([NH2:53])=[N:49][C:48]2=[O:54])[O:44][C@@H:43]1[CH2:55][O:56][P:57]([OH:60])([OH:59])=[O:58])([OH:40])=[O:39])=[O:18])=O)(C)(C)C>>[NH2:15][C@@H:16]([CH2:61][S:62][S:63][C:64]([CH3:67])([CH3:66])[CH3:65])[C:17]([O:19][C@H:20]1[C@@H:24]([OH:25])[C@H:23]([N:26]2[CH:34]=[N:33][C:32]3[C:27]2=[N:28][CH:29]=[N:30][C:31]=3[NH2:35])[O:22][C@@H:21]1[CH2:36][O:37][P:38]([O:41][C@H:42]1[CH2:46][C@H:45]([N:47]2[CH:52]=[CH:51][C:50]([NH2:53])=[N:49][C:48]2=[O:54])[O:44][C@@H:43]1[CH2:55][O:56][P:57]([OH:59])([OH:60])=[O:58])([OH:40])=[O:39])=[O:18]. Procedure: Trifluoroacetic acid (0.5 ml) was added to (2R)-(2R,3S,4R,5R)-2-((((((2R,3S,5R)-5-(4-amino-2-oxopyrimidin-1(2H)-yl)-2-((phosphonooxy)methyl)tetrahydrofuran-3-yl)oxy) (hydroxy)phosphoryl)oxy)methyl)-5-(6-amino-9H-purin-9-yl)-4-hydroxytetrahydrofuran-3-yl 2-((tert-butoxycarbonyl)amino)-3-(tert-butyldisulfanyl)propanoate (Compound 2m-A) (40 mg, 0.045 mmol), and the mixture was stirred at room temperature for 10 minutes. The reaction mixture was concentrated under reduced pressure to afford (2R)-(2R...